This data is from the Open Reaction Database (ORD), a public repository of structured organic reaction records. The task is: describe an organic reaction: reactants, conditions, products, and yield The reactants are OC1=C(C=C(CNC(OC(C)(C)C)=O)C=C1)OC (tert-butyl 4-hydroxy-3-methoxybenzylcarbamate), C([O-])([O-])=O.[K+].[K+] (potassium carbonate), Cl.ClCC=1C=CC(=NC1)C (5-(chloromethyl)-2-methylpyridine hydrochloride). Solvent: C(C)#N (acetonitrile), O (water). Conditions: time 63 hour. Yields the product COC=1C=C(CNC(OC(C)(C)C)=O)C=CC1OCC=1C=NC(=CC1)C (tert-butyl 3-methoxy-4-((6-methylpyridin-3-yl)methoxy)benzylcarbamate). Isolated yield 106.2%. As a reaction SMILES: [OH:1][C:2]1[CH:16]=[CH:15][C:5]([CH2:6][NH:7][C:8](=[O:14])[O:9][C:10]([CH3:13])([CH3:12])[CH3:11])=[CH:4][C:3]=1[O:17][CH3:18].C(=O)([O-])[O-].[K+].[K+].Cl.Cl[CH2:27][C:28]1[CH:29]=[CH:30][C:31]([CH3:34])=[N:32][CH:33]=1>C(#N)C.O>[CH3:18][O:17][C:3]1[CH:4]=[C:5]([CH:15]=[CH:16][C:2]=1[O:1][CH2:27][C:28]1[CH:33]=[N:32][C:31]([CH3:34])=[CH:30][CH:29]=1)[CH2:6][NH:7][C:8](=[O:14])[O:9][C:10]([CH3:13])([CH3:12])[CH3:11] |f:1.2.3,4.5|. Procedure: To a stirred solution of tert-butyl 4-hydroxy-3-methoxybenzylcarbamate (21.02 g, 82.99 mmol) in acetonitrile (250 mL) was added potassium carbonate (30.61 g, 221.5 mmol) and 5-(chloromethyl)-2-methylpyridine hydrochloride (16.25 g, 91.29 mmol). The resulting mixture was heated to reflux. After 63 h, the brown suspension was allowed to cool to room temperature and was diluted with water (1000 mL). The mixture was extracted with dichloromethane (3×250 mL). The combined organic phases were dried ov... The reactants are C1(CC1)NC1CCN(CC1)C1=NC=C(C=N1)CC (cyclopropyl-[1-(5-ethyl-pyrimidin-2-yl)-piperidin-4-yl]-amine), FC=1C=C(C(=O)O)C=CC1N1C(=NC=C1)C (3-fluoro-4-(2-methyl-imidazol-1-yl)-benzoic acid). The product is C1(CC1)N(C(C1=CC(=C(C=C1)N1C(=NC=C1)C)F)=O)C1CCN(CC1)C1=NC=C(C=N1)CC (N-Cyclopropyl-N-[1-(5-ethyl-pyrimidin-2-yl)-piperidin-4-yl]-3-fluoro-4-(2-methyl-imidazol-1-yl)-benzamide). As a reaction SMILES: [CH:1]1([NH:4][CH:5]2[CH2:10][CH2:9][N:8]([C:11]3[N:16]=[CH:15][C:14]([CH2:17][CH3:18])=[CH:13][N:12]=3)[CH2:7][CH2:6]2)[CH2:3][CH2:2]1.[F:19][C:20]1[CH:21]=[C:22]([CH:26]=[CH:27][C:28]=1[N:29]1[CH:33]=[CH:32][N:31]=[C:30]1[CH3:34])[C:23](O)=[O:24]>>[CH:1]1([N:4]([CH:5]2[CH2:10][CH2:9][N:8]([C:11]3[N:12]=[CH:13][C:14]([CH2:17][CH3:18])=[CH:15][N:16]=3)[CH2:7][CH2:6]2)[C:23](=[O:24])[C:22]2[CH:26]=[CH:27][C:28]([N:29]3[CH:33]=[CH:32][N:31]=[C:30]3[CH3:34])=[C:20]([F:19])[CH:21]=2)[CH2:2][CH2:3]1. Procedure: The title compound is prepared from cyclopropyl-[1-(5-ethyl-pyrimidin-2-yl)-piperidin-4-yl]-amine and 3-fluoro-4-(2-methyl-imidazol-1-yl)-benzoic acid following a procedure analogous to that described in Example 90. LC (method 19): tR=3.81 min; Mass spectrum (ESI+): m/z=449 [M+H]+. Reactants: COC1=C(C(=C(C=C1OCOC)OC)OCOC)CC=C1C(OC(OC1=O)(C)C)=O (1-[2,5-dimethoxy-3,6-bis(methoxymethoxy)phenyl]-2-(2,2-dimethyl-4,6-dioxo-1,3-dioxan-5-ylidene)ethane), B.[Na] (sodium boron hydride). Reagents/catalysts: [Cu] (copper). Solvent: C(C)(=O)OCC (ethyl acetate), C(C)O (ethanol), N1=CC=CC=C1 (pyridine), C(C)(=O)OCC (ethyl acetate), CO (methanol), C(C)(=O)OCC (ethyl acetate). Run at temperature 100 celsius, time 8 hour. Product: COC1=C(C(=C(C=C1OCOC)OC)OCOC)CCCC(=O)OCC (ethyl 4-[2,5-dimethoxy-3,6-bis(methoxymethoxy)phenyl]butyrate). As a reaction SMILES: [CH3:1][O:2][C:3]1[C:8]([O:9][CH2:10][O:11][CH3:12])=[CH:7][C:6]([O:13][CH3:14])=[C:5]([O:15][CH2:16][O:17][CH3:18])[C:4]=1[CH2:19][CH:20]=[C:21]1C(=O)O[C:24](C)([CH3:28])[O:23][C:22]1=[O:30].B.[Na]>CO.C(OCC)(=O)C.C(O)C.N1C=CC=CC=1.[Cu]>[CH3:1][O:2][C:3]1[C:8]([O:9][CH2:10][O:11][CH3:12])=[CH:7][C:6]([O:13][CH3:14])=[C:5]([O:15][CH2:16][O:17][CH3:18])[C:4]=1[CH2:19][CH2:20][CH2:21][C:22]([O:23][CH2:24][CH3:28])=[O:30] |f:1.2,^1:31|. Reported procedure: 2.9 Grams of 1-[2,5-dimethoxy-3,6-bis(methoxymethoxy)phenyl]-2-(2,2-dimethyl-4,6-dioxo-1,3-dioxan-5-ylidene)ethane was dissolved in a mixed solvent of 90 ml of methanol with 90 ml of ethyl acetate, then under an ice-cooled condition, 3 g of sodium boron hydride was added thereto. 1 Hour later, the reaction mixture was concentrated under a reduced pressure, to the residue obtained was added 300 ml of ethyl acetate, and this mixture was washed twice with 200 ml of water, further washed twice with ... Product: CCOC(=O)C1CCC(C(=O)O)N1Cc1ccccc1. Reaction SMILES: [CH2:3]([CH3:4])[O:5][C:6](=[O:7])[CH:8]1[N:9]([CH2:18][c:19]2[cH:20][cH:21][cH:22][cH:23][cH:24]2)[CH:10]([C:13](=[O:14])[O:15][CH2:16][CH3:17])[CH2:11][CH2:12]1.[CH3:25][CH2:26][OH:27].[K+:2].[OH-:1]>>[CH2:3]([CH3:4])[O:5][C:6](=[O:7])[CH:8]1[N:9]([CH2:18][c:19]2[cH:20][cH:21][cH:22][cH:23][cH:24]2)[CH:10]([C:13](=[O:14])[OH:15])[CH2:11][CH2:12]1. Starting materials: CCOC(=O)C1CCC(C(=O)OCC)N1Cc1ccccc1, CCO, [K+], [OH-]. Reactants: F[C@@H]1[C@@H]2[C@H]3CCC(C=C3C[C@H]([C@H]2[C@@H]2CCC([C@@]2(C)C1)=O)C)=O (11β-fluoro-7α-methyl-estr-4-ene-3,17-dione), lithium aluminium tri-tert-butoxyhydride, ice water, S(O)(O)(=O)=O (sulfuric acid). The solvent is O1CCCC1 (tetrahydrofuran), O1CCCC1 (tetrahydrofuran). Conditions: temperature 0 celsius, time 5.5 hour. Product: F[C@@H]1[C@@H]2[C@H]3CCC(C=C3C[C@H]([C@H]2[C@@H]2CC[C@@H]([C@@]2(C)C1)O)C)=O (11β-fluoro-17β-hydroxy-7α-methylestr-4-en-3-one). Yield: 66.2%. As a reaction SMILES: [F:1][C@H:2]1[CH2:19][C@@:17]2([CH3:18])[C@@H:13]([CH2:14][CH2:15][C:16]2=[O:20])[C@H:12]2[C@H:3]1[C@@H:4]1[C:9]([CH2:10][C@H:11]2[CH3:21])=[CH:8][C:7](=[O:22])[CH2:6][CH2:5]1.S(=O)(=O)(O)O>O1CCCC1>[F:1][C@H:2]1[CH2:19][C@@:17]2([CH3:18])[C@@H:13]([CH2:14][CH2:15][C@@H:16]2[OH:20])[C@H:12]2[C@H:3]1[C@@H:4]1[C:9]([CH2:10][C@H:11]2[CH3:21])=[CH:8][C:7](=[O:22])[CH2:6][CH2:5]1. Procedure details: A solution of 8.7 g of 11β-fluoro-7α-methyl-estr-4-ene-3,17-dione in 148 ml of tetrahydrofuran was mixed drop by drop at 0° C. with 29.5 ml of 1 M lithium aluminium tri-tert-butoxyhydride in tetrahydrofuran and stirred for 5.5 hours at 0° C. Then, dilute sulfuric acid was added at 0° C., and the reaction solution was added to ice water, extracted three times with ethyl acetate, washed neutral, dried on sodium sulfate, concentrated by evaporation in a vacuum and chromatographed on silica gel with... Starting materials: C([O-])(O)=O.[Na+] (sodium bicarbonate), FC=1C=C(C(=O)OC)C=CC1[N+](=O)[O-] (methyl 3-fluoro-4-nitrobenzoate), C([O-])([O-])=O.[Cs+].[Cs+] (cesium carbonate), NCC(C)(O)C (1-amino-2-methylpropan-2-ol). Solvent: CCOC(=O)C (EtOAc), CS(=O)C (DMSO). Conditions: time 30 minute. Product: OC(CNC=1C=C(C(=O)OC)C=CC1[N+](=O)[O-])(C)C (Methyl 3-[(2-hydroxy-2-methylpropyl)amino]-4-nitrobenzoate). As a reaction SMILES: F[C:2]1[CH:3]=[C:4]([CH:9]=[CH:10][C:11]=1[N+:12]([O-:14])=[O:13])[C:5]([O:7][CH3:8])=[O:6].C(=O)([O-])[O-].[Cs+].[Cs+].[NH2:21][CH2:22][C:23]([CH3:26])([OH:25])[CH3:24].C(=O)(O)[O-].[Na+]>CS(C)=O.CCOC(C)=O>[OH:25][C:23]([CH3:26])([CH3:24])[CH2:22][NH:21][C:2]1[CH:3]=[C:4]([CH:9]=[CH:10][C:11]=1[N+:12]([O-:14])=[O:13])[C:5]([O:7][CH3:8])=[O:6] |f:1.2.3,5.6|. Reported procedure: To a solution of methyl 3-fluoro-4-nitrobenzoate (2.0 g, 10.04 mmol) in DMSO (10.04 mL) was added cesium carbonate (9.82 g, 30.1 mmol) and 1-amino-2-methylpropan-2-ol (0.985 g, 11.05 mmol). The reaction mixture was stirred at ambient temperature for 30 min. Saturated sodium bicarbonate and EtOAc were added to the mixture. The aqueous layer was extracted EtOAc (3×). The combined organics were washed with brine, dried over magnesium sulfate, filtered and concentrated to give the title compound wit... Starting materials: BrC1=NC=CC=C1 (2-bromopyridine), C(CCC)[Li] (n-butyllithium), [Cl-].[NH4+] (ammonium chloride), C[Sn](C)(C)Cl (trimethyltin chloride). The solvent is O (water), CCCCCC (n-hexane), CCOCC (ether), C1=CC=CC=C1 (benzene). Conditions: temperature -50 celsius, time 30 minute. Yields the product C[Sn](C1=NC=CC=C1)(C)C (Trimethyl-2 -pyridyltin). As a reaction SMILES: Br[C:2]1[CH:7]=[CH:6][CH:5]=[CH:4][N:3]=1.C([Li])CCC.[CH3:13][Sn:14](Cl)([CH3:16])[CH3:15].[Cl-].[NH4+]>CCCCCC.C1C=CC=CC=1.CCOCC.O>[CH3:13][Sn:14]([CH3:16])([CH3:15])[C:2]1[CH:7]=[CH:6][CH:5]=[CH:4][N:3]=1 |f:3.4|. Reported procedure: To a reaction vessel equipped with a mechanically driven agitator, water-cooled condenser, addition funnel, thermometer, and nitrogen inlet was added a solution containing 40.0 g. (0.316 mole) of 2-bromopyridine in 400 cc. of anhydrous ether. The solution was cooled to -50° C. using a dry ice-acetone bath. By a dropwise addition, 127 cc. (0.316 mole) of n-butyllithium in n-hexane was added over 25 minutes. The resulting black mixture was stirred for additional 30 minutes. A solution containing 5...